Dataset: the Open Reaction Database (ORD), a public repository of structured organic reaction records. Task: describe an organic reaction: reactants, conditions, products, and yield The reactants are E1, ClC1=C(C=C(C=C1)OC1=CC=C(C=C1)CCOC1=NC(NC=C1)=O)C(F)(F)F (4-{[2-(4-{[4-chloro-3-(trifluoromethyl)phenyl]oxy}phenyl)ethyl]oxy}-2(1H)-pyrimidinone), BrCC=1C=NC=NC1 (5-(bromomethyl)pyrimidine). Product: ClC1=C(C=C(C=C1)OC1=CC=C(C=C1)CCOC1=NC(N(C=C1)CC=1C=NC=NC1)=O)C(F)(F)F (4-{[2-(4-{[4-Chloro-3-(trifluoromethyl)phenyl]oxy}phenyl)ethyl]oxy}-1-(5-pyrimidinyl methyl)-2(1H)-pyrimidinone). RXN SMILES: [Cl:1][C:2]1[CH:7]=[CH:6][C:5]([O:8][C:9]2[CH:14]=[CH:13][C:12]([CH2:15][CH2:16][O:17][C:18]3[CH:23]=[CH:22][NH:21][C:20](=[O:24])[N:19]=3)=[CH:11][CH:10]=2)=[CH:4][C:3]=1[C:25]([F:28])([F:27])[F:26].Br[CH2:30][C:31]1[CH:32]=[N:33][CH:34]=[N:35][CH:36]=1>>[Cl:1][C:2]1[CH:7]=[CH:6][C:5]([O:8][C:9]2[CH:10]=[CH:11][C:12]([CH2:15][CH2:16][O:17][C:18]3[CH:23]=[CH:22][N:21]([CH2:30][C:31]4[CH:32]=[N:33][CH:34]=[N:35][CH:36]=4)[C:20](=[O:24])[N:19]=3)=[CH:13][CH:14]=2)=[CH:4][C:3]=1[C:25]([F:26])([F:28])[F:27]. Procedure details: The title compound was prepared by a procedure similar to that described for E1 starting from 4-{[2-(4-{[4-chloro-3-(trifluoromethyl)phenyl]oxy}phenyl)ethyl]oxy}-2(1H)-pyrimidinone and 5-(bromomethyl)pyrimidine. LC-MS (ESI): m/z 503 [M+H]+; 3.55 min (ret time).